From a dataset of the Open Reaction Database (ORD), a public repository of structured organic reaction records. describe an organic reaction: reactants, conditions, products, and yield Starting materials: CNC, Clc1nc(Cl)nc(Cl)n1. Yields the product CN(C)c1nc(Cl)nc(Cl)n1. As a reaction SMILES: [CH3:10][NH:11][CH3:12].[Cl:1][c:2]1[n:3][c:4]([Cl:5])[n:6][c:7]([Cl:8])[n:9]1>>[c:2]1([N:11]([CH3:10])[CH3:12])[n:3][c:4]([Cl:5])[n:6][c:7]([Cl:8])[n:9]1. The reactants are Brc1ccoc1, CCOCC, [Li]CCCC, CON(C)C(=O)c1ocnc1C, CCO, [Cl-], [Na+]. Yields the product Cc1ncoc1C(=O)c1ccoc1. As a reaction SMILES: [Br:1][c:2]1[cH:3][o:4][cH:5][cH:6]1.[CH2:26]([O:27][CH2:28][CH3:29])[CH3:30].[CH2:7]([Li:8])[CH2:9][CH2:10][CH3:11].[CH3:12][O:13][N:14]([C:15](=[O:16])[c:17]1[c:18]([CH3:22])[n:19][cH:20][o:21]1)[CH3:23].[CH3:31][CH2:32][OH:33].[Cl-:25].[Na+:24]>>[c:2]1([C:15](=[O:16])[c:17]2[c:18]([CH3:22])[n:19][cH:20][o:21]2)[cH:3][o:4][cH:5][cH:6]1. Procedure details: To a solution of 7-bromo-1H-imidazo[4,5-c]pyridine (3 g, 15.6 mmol) in DMF (10 mL) was added Pd(PPh3)4 (1.0 g) and Zn(CN)2 (1.2 g, 10 mmol). The reaction mixture was irradiated in a microwave at 100° C. for 2 h under Ar. The reaction mixture was poured into aqueous NH4OH and extracted with DCM. The organic extracts were dried (Na2SO4), filtered and concentrated in vacuo. The crude product was purified by SiO2 chromatography to afford 1.5 g (67%) of 3H-imidazo[4,5-c]pyridine-7-carbonitrile as a w... The reactants are BrC=1C2=C(C=NC1)N=CN2 (7-bromo-1H-imidazo[4,5-c]pyridine), CN(C)C=O (DMF), [NH4+].[OH-] (NH4OH). Yield: 67.0%. Product: N1=CNC=2C=NC=C(C21)C#N (3H-imidazo[4,5-c]pyridine-7-carbonitrile). Reaction SMILES: Br[C:2]1[C:3]2[NH:10][CH:9]=[N:8][C:4]=2[CH:5]=[N:6][CH:7]=1.[NH4+].[OH-].[CH3:13][N:14](C=O)C>C1C=CC([P]([Pd]([P](C2C=CC=CC=2)(C2C=CC=CC=2)C2C=CC=CC=2)([P](C2C=CC=CC=2)(C2C=CC=CC=2)C2C=CC=CC=2)[P](C2C=CC=CC=2)(C2C=CC=CC=2)C2C=CC=CC=2)(C2C=CC=CC=2)C2C=CC=CC=2)=CC=1.[C-]#N.[C-]#N.[Zn+2]>[N:10]1[C:3]2[C:2]([C:13]#[N:14])=[CH:7][N:6]=[CH:5][C:4]=2[NH:8][CH:9]=1 |f:1.2,5.6.7,^1:21,23,42,61|. The reagents and catalysts are C=1C=CC(=CC1)[P](C=2C=CC=CC2)(C=3C=CC=CC3)[Pd]([P](C=4C=CC=CC4)(C=5C=CC=CC5)C=6C=CC=CC6)([P](C=7C=CC=CC7)(C=8C=CC=CC8)C=9C=CC=CC9)[P](C=1C=CC=CC1)(C=1C=CC=CC1)C=1C=CC=CC1 (Pd(PPh3)4), [C-]#N.[C-]#N.[Zn+2] (Zn(CN)2). The reactants are BrCc1ccno1, CCOC(=O)C(NC(C)=O)C(=O)OCC, CN(C)C=O, [H-], [Na+]. Product: CCOC(=O)C(NC(=O)CCc1ccno1)C(=O)OCC. As a reaction SMILES: [Br:18][CH2:19][c:20]1[cH:21][cH:22][n:23][o:24]1.[C:3]([CH3:4])(=[O:5])[NH:6][CH:7]([C:8](=[O:9])[O:10][CH2:11][CH3:12])[C:13](=[O:14])[O:15][CH2:16][CH3:17].[CH3:25][N:26]([CH3:27])[CH:28]=[O:29].[H-:1].[Na+:2]>>[C:3]([CH2:4][CH2:19][c:20]1[cH:21][cH:22][n:23][o:24]1)(=[O:5])[NH:6][CH:7]([C:8](=[O:9])[O:10][CH2:11][CH3:12])[C:13](=[O:14])[O:15][CH2:16][CH3:17]. The reactants are C([O-])([O-])=O.[Na+].[Na+] (sodium carbonate), BrC([C@@H]([C@@H]1C(=C(C(=O)O1)O)O)O)O (6-bromo-L-ascorbic acid), Cl (hydrochloric acid), C1(=CC=CC=C1)O (phenol). Solvent: O (water), [N+](=O)([O-])C (nitromethane). Conditions: time 6 hour. Product: O(C1=CC=CC=C1)C[C@@H]([C@@H]1C(=C(C(=O)O1)O)O)O (6-Deoxy-6-phenoxy-L-ascorbic acid). Reaction SMILES: C(=O)([O-])[O-].[Na+].[Na+].Br[CH:8]([OH:19])[C@H:9]([OH:18])[C@H:10]1[O:15][C:13](=[O:14])[C:12]([OH:16])=[C:11]1[OH:17].[C:20]1(O)[CH:25]=[CH:24][CH:23]=[CH:22][CH:21]=1.Cl>O.[N+](C)([O-])=O>[O:19]([CH2:8][C@H:9]([OH:18])[C@H:10]1[O:15][C:13](=[O:14])[C:12]([OH:16])=[C:11]1[OH:17])[C:20]1[CH:25]=[CH:24][CH:23]=[CH:22][CH:21]=1 |f:0.1.2|. Procedure: To a stirred solution of 7.44 g (0.06 mol) sodium carbonate in 25 ml of water was added 4.76 g (0.02 mol) of 6-bromo-L-ascorbic acid in small portions, followed by 3.8 g (0.04 mol) of phenol. The solution thickened to a white mobile paste, gradually turning yellow after stirring 6 hours under a nitrogen atmosphere. The reaction mixture was then adjusted to pH 0.5 with 6 N aqueous hydrochloric acid the aqueous solution extracted with ethyl acetate (3×100 ml), the ethyl acetate layer washed with w... RXN SMILES: [Cl:1][C:2]1[CH:6]=[CH:5][S:4][C:3]=1[S:7](Cl)(=[O:9])=[O:8].[H-].[Na+].[CH3:13][C:14]([CH3:27])([CH3:26])[C:15]([O:17][NH:18][C:19]([O:21][C:22]([CH3:25])([CH3:24])[CH3:23])=[O:20])=[O:16]>>[CH3:13][C:14]([CH3:27])([CH3:26])[C:15]([O:17][N:18]([C:19]([O:21][C:22]([CH3:25])([CH3:24])[CH3:23])=[O:20])[S:7]([C:3]1[S:4][CH:5]=[CH:6][C:2]=1[Cl:1])(=[O:9])=[O:8])=[O:16] |f:1.2|. Product: CC(C(=O)ON(S(=O)(=O)C=1SC=CC1Cl)C(=O)OC(C)(C)C)(C)C (N-[(tert-Butoxy)carbonyl]3-chlorothiophene-2-sulfonamido 2,2-dimethylpropanoate). Procedure: N-[(tert-Butoxy)carbonyl]3-chlorothiophene-2-sulfonamido 2,2-dimethylpropanoate (107) is synthesised from 3-chlorothiophene-2-sulfonyl chloride, sodium hydride and [(tert-butoxy)carbonyl]amino 2,2-dimethylpropanoate according to Scheme 2. δH (500 MHz, DMSO-d6) 8.29 (1H, d, 5.3 Hz), 7.40 (1H, d, 5.2 Hz), 1.39 (9H, s), 1.28 (9H, s). Reactants: ClC1=C(SC=C1)S(=O)(=O)Cl (3-chlorothiophene-2-sulfonyl chloride), [H-].[Na+] (sodium hydride), CC(C(=O)ONC(=O)OC(C)(C)C)(C)C ([(tert-butoxy)carbonyl]amino 2,2-dimethylpropanoate). The reactants are BrC1=CC=C(S1)S(=O)(=O)NC1=CC(=CC=C1)C1=NN=NN1 (5-bromo-N-[3-(1H-tetrazol-5-yl)phenyl]thiophene-2-sulfonamide), BrC1=CC=C(S1)S(=O)(=O)NC1=CC(=CC=C1)C1=NN=NN1 (5-bromo-N-[3-(1H-tetrazol-5-yl)phenyl]thiophene-2-sulfonamide), FC=1C=C(C=C(C1)F)B(O)O (3,5-difluorophenylboronic acid). Yields the product FC=1C=C(C=C(C1)F)C1=CC=C(S1)S(=O)(=O)NC1=CC(=CC=C1)C1=NN=NN1 (5-(3,5-Difluorophenyl)-N-[3-(1H-tetrazol-5-yl)phenyl]thiophene-2-sulfonamide). Reported procedure: The product was prepared according to General Procedure 3, described in Example 22, starting from 5-bromo-N-[3-(1H-tetrazol-5-yl)phenyl]thiophene-2-sulfonamide (Intermediate 17) (19 mg, 0.05 mmol) and 3,5-difluorophenylboronic acid (9 mg, 0.06 mmol) giving 7.2 mg (34%) of the title compound. MS (ESI+) calcd for C17H11F2N5O2S2 419.032222, found 419.032222. RXN SMILES: Br[C:2]1[S:6][C:5]([S:7]([NH:10][C:11]2[CH:16]=[CH:15][CH:14]=[C:13]([C:17]3[NH:21][N:20]=[N:19][N:18]=3)[CH:12]=2)(=[O:9])=[O:8])=[CH:4][CH:3]=1.[F:22][C:23]1[CH:24]=[C:25](B(O)O)[CH:26]=[C:27]([F:29])[CH:28]=1>>[F:22][C:23]1[CH:24]=[C:25]([C:2]2[S:6][C:5]([S:7]([NH:10][C:11]3[CH:16]=[CH:15][CH:14]=[C:13]([C:17]4[NH:21][N:20]=[N:19][N:18]=4)[CH:12]=3)(=[O:9])=[O:8])=[CH:4][CH:3]=2)[CH:26]=[C:27]([F:29])[CH:28]=1. Yield: 34.3%. The reactants are FC=1C(=NC=CC1)N (3-fluoro-pyridin-2-ylamine), C1CC(=O)N(C1=O)I (NIS). The product is FC=1C(=NC=C(C1)I)N (3-Fluoro-5-iodo-pyridin-2-ylamine). As a reaction SMILES: [F:1][C:2]1[C:3]([NH2:8])=[N:4][CH:5]=[CH:6][CH:7]=1.C1C(=O)N([I:16])C(=O)C1>>[F:1][C:2]1[C:3]([NH2:8])=[N:4][CH:5]=[C:6]([I:16])[CH:7]=1. Reported procedure: The title compound is synthesized according to general procedure GP1 starting from 200 mg (1.78 mmol) 3-fluoro-pyridin-2-ylamine and 401 mg (1.78 mmol) NIS. Yield after precipitation from the reaction mixture: 380 mg (90%). Starting materials: COC(=O)c1oc(-c2ccccc2)cc(=O)c1Br, CCC(C)=O, [I-], [Na+], O, c1ccncc1. Yields the product O=C(O)c1oc(-c2ccccc2)cc(=O)c1Br. As a reaction SMILES: [Br:1][c:2]1[c:3]([C:15](=[O:16])[O:17][CH3:18])[o:4][c:5](-[c:9]2[cH:10][cH:11][cH:12][cH:13][cH:14]2)[cH:6][c:7]1=[O:8].[CH2:27]([C:28]([CH3:29])=[O:30])[CH3:31].[I-:20].[Na+:19].[OH2:32].[cH:21]1[cH:22][cH:23][n:24][cH:25][cH:26]1>>[Br:1][c:2]1[c:3]([C:15](=[O:16])[OH:17])[o:4][c:5](-[c:9]2[cH:10][cH:11][cH:12][cH:13][cH:14]2)[cH:6][c:7]1=[O:8].